This data is from the Open Reaction Database (ORD), a public repository of structured organic reaction records. The task is: describe an organic reaction: reactants, conditions, products, and yield Starting materials: C1CCOC1, CO, COC(=O)c1ccc2c(c1)-c1cc3c(C4CCCCC4)cccc3n1C=C1N=CCN12, Cl, [Na+], [OH-]. Product: O=C(O)c1ccc2c(c1)-c1cc3c(C4CCCCC4)cccc3n1C=C1N=CCN12. RXN SMILES: [CH2:35]1[O:36][CH2:37][CH2:38][CH2:39]1.[CH3:40][OH:41].[CH:1]1([c:7]2[c:8]3[cH:9][c:10]4[n:11]([c:28]3[cH:29][cH:30][cH:31]2)[CH:12]=[C:13]2[N:14]([c:15]3[c:16]-4[cH:17][c:18]([C:21](=[O:22])[O:23][CH3:24])[cH:19][cH:20]3)[CH2:25][CH:26]=[N:27]2)[CH2:2][CH2:3][CH2:4][CH2:5][CH2:6]1.[ClH:34].[Na+:33].[OH-:32]>>[CH:1]1([c:7]2[c:8]3[cH:9][c:10]4[n:11]([c:28]3[cH:29][cH:30][cH:31]2)[CH:12]=[C:13]2[N:14]([c:15]3[c:16]-4[cH:17][c:18]([C:21](=[O:22])[OH:23])[cH:19][cH:20]3)[CH2:25][CH:26]=[N:27]2)[CH2:2][CH2:3][CH2:4][CH2:5][CH2:6]1. The reactants are O=C1CCC(=O)N1Br, O=C(OOC(=O)c1ccccc1)c1ccccc1, ClC(Cl)(Cl)Cl, Cc1ccnc2c1nc(-c1ccc(C(F)(F)F)cc1)n2C. The product is Cn1c(-c2ccc(C(F)(F)F)cc2)nc2c(CBr)ccnc21. Reaction SMILES: [Br:22][N:23]1[C:24](=[O:25])[CH2:26][CH2:27][C:28]1=[O:29].[C:30]([O:31][O:32][C:33](=[O:34])[c:35]1[cH:36][cH:37][cH:38][cH:39][cH:40]1)(=[O:41])[c:42]1[cH:43][cH:44][cH:45][cH:46][cH:47]1.[C:48]([Cl:49])([Cl:50])([Cl:51])[Cl:52].[CH3:1][n:2]1[c:3](-[c:12]2[cH:13][cH:14][c:15]([C:18]([F:19])([F:20])[F:21])[cH:16][cH:17]2)[n:4][c:5]2[c:6]1[n:7][cH:8][cH:9][c:10]2[CH3:11]>>[CH3:1][n:2]1[c:3](-[c:12]2[cH:13][cH:14][c:15]([C:18]([F:19])([F:20])[F:21])[cH:16][cH:17]2)[n:4][c:5]2[c:6]1[n:7][cH:8][cH:9][c:10]2[CH2:11][Br:22]. Starting materials: ice water, [Cl-].[Al+3].[Cl-].[Cl-] (Aluminum chloride), CC(C)(C1=CC=CC=C1)NC(C)=O (N-(1-methyl-1-phenylethyl)acetamide), C(C)(=O)Cl (acetyl chloride). The solvent is ClC(C)Cl (dichloroethane). Run at time 1 hour. The product is C(C)(=O)C1=CC=C(C=C1)C(C)(C)NC(C)=O (N-(1-(4-acetylphenyl)-1-methylethyl)acetamide). The yield is 66.0%. Reaction SMILES: [Cl-].[Al+3].[Cl-].[Cl-].[CH3:5][C:6]([NH:14][C:15](=[O:17])[CH3:16])([C:8]1[CH:13]=[CH:12][CH:11]=[CH:10][CH:9]=1)[CH3:7].[C:18](Cl)(=[O:20])[CH3:19]>ClC(Cl)C>[C:18]([C:11]1[CH:10]=[CH:9][C:8]([C:6]([NH:14][C:15](=[O:17])[CH3:16])([CH3:5])[CH3:7])=[CH:13][CH:12]=1)(=[O:20])[CH3:19] |f:0.1.2.3|. Procedure details: Aluminum chloride (41.5 g) was portionwise added to a solution (75 ml) of N-(1-methyl-1-phenylethyl)acetamide (25 g) and acetyl chloride (16.6 g) in dichloroethane under ice-cooling. The mixture was stirred at said temperature for 1 hour and then at 50°-60° C. for 1 hour. After completion of the reaction, the reaction mixture was poured into ice water and extracted with chloroform. The extract was washed with water, dried and concentrated under reduced pressure to give crystals which were then r... Reactants: BrC1=CC(=CC=C1)Br (1,3-dibromobenzene), C[Si](C)(C)Cl (trimethylsilylchloride), Cl (HCl). Solvent: C(C)OCC (diethyl ether), C(C)OCC (diethyl ether). Run at temperature 0 celsius. The product is C[Si](C=1C=C(C=CC1)Br)(C)C (3-Trimethylsilylbromobenzene). Yield: 55.0%. As a reaction SMILES: [Br:1][C:2]1[CH:7]=[CH:6][CH:5]=[C:4](Br)[CH:3]=1.[CH3:9][Si:10](Cl)([CH3:12])[CH3:11].Cl>C(OCC)C>[CH3:9][Si:10]([CH3:12])([CH3:11])[C:4]1[CH:3]=[C:2]([Br:1])[CH:7]=[CH:6][CH:5]=1. Procedure details: A mixture of 1,3-dibromobenzene (25.0 g, 106.4 mmol) and trimethylsilylchloride (11.6 g, 106.4 mmol) in diethyl ether (50 ml) was added dropwise in 11/2 hours on magnesium (2.59 g, 106.4 mmol) in diethyl ether (25 ml). Then the mixture was refluxed for 18 hours, cooled to 0° C., treated with 4N HCl (75 ml). The organic layer was separated, washed with water, brine, dried over MgSO4 and concentrated. 3-Trimethylsilylbromobenzene was obtained by fractional distillation as a colorless oil (13.4 g, ... As a reaction SMILES: [Br:24][c:25]1[cH:26][c:27]([CH2:33][Br:34])[c:28]([CH2:31][Br:32])[cH:29][cH:30]1.[CH2:35]1[O:36][CH2:37][CH2:38][CH2:39]1.[CH3:16][N:17]([CH3:18])[CH2:19][CH2:20][N:21]([CH3:22])[CH3:23].[Li:11][CH2:12][CH2:13][CH2:14][CH3:15].[NH:1]1[C:2](=[O:10])[CH2:3][c:4]2[cH:5][cH:6][cH:7][cH:8][c:9]21>>[NH:1]1[C:2](=[O:10])[C:3]2([c:4]3[cH:5][cH:6][cH:7][cH:8][c:9]31)[CH2:31][c:28]1[c:27]([cH:26][c:25]([Br:24])[cH:30][cH:29]1)[CH2:33]2. Yields the product O=C1Nc2ccccc2C12Cc1ccc(Br)cc1C2. Reactants: BrCc1ccc(Br)cc1CBr, C1CCOC1, CN(C)CCN(C)C, [Li]CCCC, O=C1Cc2ccccc2N1. Starting materials: FC1=C(C(=O)Cl)C=CC=C1F (2,3-difluorobenzoyl chloride), COC=1C=C(C=CC1)C1(CNCCC1)O (3-(3-methoxy-phenyl)-piperidine-3-ol). Yields the product FC1=C(C=CC=C1F)C(=O)N1CC(CCC1)(C1=CC(=CC=C1)OC)O ((2,3-difluorophenyl)-[3-hydroxy-3-(3-methoxyphenyl)-piperidine-1-yl]-methanone). As a reaction SMILES: [F:1][C:2]1[C:10]([F:11])=[CH:9][CH:8]=[CH:7][C:3]=1[C:4](Cl)=[O:5].[CH3:12][O:13][C:14]1[CH:15]=[C:16]([C:20]2([OH:26])[CH2:25][CH2:24][CH2:23][NH:22][CH2:21]2)[CH:17]=[CH:18][CH:19]=1>>[F:1][C:2]1[C:10]([F:11])=[CH:9][CH:8]=[CH:7][C:3]=1[C:4]([N:22]1[CH2:23][CH2:24][CH2:25][C:20]([OH:26])([C:16]2[CH:17]=[CH:18][CH:19]=[C:14]([O:13][CH3:12])[CH:15]=2)[CH2:21]1)=[O:5]. Procedure: The compound of Example 4 was prepared according to the general preparation protocol A from 2,3-difluorobenzoyl chloride and 3-(3-methoxy-phenyl)-piperidine-3-ol. The reactants are C1(=CC=CC=C1)S(=O)(=O)Cl (benzenesulfonyl chloride), N=1C=NN2C1C=CC(=C2)CNC(=O)C=2SC(=CC2)C2CCNCC2 (N-([1,2,4]triazolo[1,5-a]pyridin-6-ylmethyl)-5-(piperidin-4-yl)thiophene-2-carboxamide), N=1C=CN2C1C=C(C=C2)CNC(C2=CC=C(C=C2)C2CCNCC2)=O (N-(imidazo[1,2-a]pyridin-7-ylmethyl)-4-(piperidin-4-yl)benzamide). The product is CC(C)S(=O)(=O)N1CCC(CC1)C1=CC=C(S1)C(=O)NCC=1C=CC=2N(C1)N=CN2 (5-[1-(propan-2-ylsulfonyl)piperidin-4-yl]-N-([1,2,4]triazolo[1,5-a]pyridin-6-ylmethyl)thiophene-2-carboxamide). As a reaction SMILES: [C:1]1([S:7](Cl)(=[O:9])=[O:8])[CH:6]=CC=C[CH:2]=1.[N:11]1[CH:12]=[N:13][N:14]2[CH:19]=[C:18]([CH2:20][NH:21][C:22]([C:24]3[S:25][C:26]([CH:29]4[CH2:34][CH2:33][NH:32][CH2:31][CH2:30]4)=[CH:27][CH:28]=3)=[O:23])[CH:17]=[CH:16][C:15]=12.N1C=CN2C=CC(CNC(=O)C3C=CC(C4CCNCC4)=CC=3)=CC=12>>[CH3:2][CH:1]([S:7]([N:32]1[CH2:33][CH2:34][CH:29]([C:26]2[S:25][C:24]([C:22]([NH:21][CH2:20][C:18]3[CH:17]=[CH:16][C:15]4[N:14]([N:13]=[CH:12][N:11]=4)[CH:19]=3)=[O:23])=[CH:28][CH:27]=2)[CH2:30][CH2:31]1)(=[O:9])=[O:8])[CH3:6]. Procedure details: The title compound was prepared as described in Example 682, substituting propane-2-sulfonyl chloride for benzenesulfonyl chloride and N-([1,2,4]triazolo[1,5-a]pyridin-6-ylmethyl)-5-(piperidin-4-yl)thiophene-2-carboxamide for N-(imidazo[1,2-a]pyridin-7-ylmethyl)-4-(piperidin-4-yl)benzamide. 1H NMR (400 MHz, DMSO-d6) δ ppm 9.03 (t, J=5.8 Hz, 1H), 8.86 (d, J=1.5 Hz, 1H), 8.48 (s, 1H), 7.83 (dd, J=9.1, 0.9 Hz, 1H), 7.64 (m, 2H), 6.97 (dd, J=3.7, 0.9 Hz, 1H), 4.53 (d, J=5.8 Hz, 2H), 3.71 (m, 2H), 3.... Starting materials: COC(C=CC(=O)OC)OC (methyl 4,4-dimethoxy-2-butenoate), C(CCC)[Li] (butyllithium), C(C)(C)S(=O)(=O)C1=CC=C(C=C1)C (p-tolyl isopropyl sulfone), P(=O)([O-])(O)O.[Na+] (monosodium phosphate). The solvent is O1CCCC1 (tetrahydrofuran), C1CCCCC1 (cyclohexane), O1CCCC1 (tetrahydrofuran). Reaction conditions: temperature -70 celsius, time 15 minute. The product is C1(=CC=C(C=C1)S(=O)(=O)C(C(CC(=O)OC)C(OC)OC)(C)C)C (methyl 4-p-toluenesulfonyl-4-methyl-3-dimethoxymethyl-pentanoate). Isolated yield 49.2%. RXN SMILES: C([Li])CCC.[CH:6]([S:9]([C:12]1[CH:17]=[CH:16][C:15]([CH3:18])=[CH:14][CH:13]=1)(=[O:11])=[O:10])([CH3:8])[CH3:7].[CH3:19][O:20][CH:21]([O:28][CH3:29])[CH:22]=[CH:23][C:24]([O:26][CH3:27])=[O:25].P(O)(O)([O-])=O.[Na+]>C1CCCCC1.O1CCCC1>[C:15]1([CH3:18])[CH:16]=[CH:17][C:12]([S:9]([C:6]([CH3:7])([CH3:8])[CH:22]([CH:21]([O:28][CH3:29])[O:20][CH3:19])[CH2:23][C:24]([O:26][CH3:27])=[O:25])(=[O:11])=[O:10])=[CH:13][CH:14]=1 |f:3.4|. Procedure details: 3.4 ml of a 1.95M butyllithium in cyclohexane solution were slowly added at -70° C. to a solution of 1.24 g of p-tolyl isopropyl sulfone in 13 ml of tetrahydrofuran and the mixture was stirred at -70° C. for 15 minutes. Then, a solution of 1 g of methyl 4,4-dimethoxy-2-butenoate in 20 ml of tetrahydrofuran was slowly added to the mixture which was stirred at -70° C. for one hour and poured into a aqueous monosodium phosphate solution. The mixture was extracted with methylene chloride and the org...